Dataset: the Open Reaction Database (ORD), a public repository of structured organic reaction records. Task: describe an organic reaction: reactants, conditions, products, and yield The reactants are epoxide, O1[C@H](C1)[C@H](CC1=CC=CC=C1)NC(OC(C)(C)C)=O (tert-butyl (S)-1-((S)-oxiran-2-yl)-2-phenylethylcarbamate), NCC=1C=C(N(C)C)C=CC1 (3-(aminomethyl)-N,N-dimethylaniline). Run in C(Cl)Cl (CH2Cl2), C(Cl)Cl (CH2Cl2). Conditions: temperature 50 celsius. Yields the product CN(C=1C=C(CNC[C@H]([C@H](CC2=CC=CC=C2)NC(OC(C)(C)C)=O)O)C=CC1)C (tert-butyl (2S,3R)-4-(3-(dimethylamino)benzylamino)-3-hydroxy-1-phenylbutan-2-ylcarbamate). RXN SMILES: [NH2:1][CH2:2][C:3]1[CH:4]=[C:5]([CH:9]=[CH:10][CH:11]=1)[N:6]([CH3:8])[CH3:7].[O:12]1[CH2:14][C@@H:13]1[C@@H:15]([NH:23][C:24](=[O:30])[O:25][C:26]([CH3:29])([CH3:28])[CH3:27])[CH2:16][C:17]1[CH:22]=[CH:21][CH:20]=[CH:19][CH:18]=1>C(Cl)Cl>[CH3:7][N:6]([CH3:8])[C:5]1[CH:4]=[C:3]([CH:11]=[CH:10][CH:9]=1)[CH2:2][NH:1][CH2:14][C@@H:13]([OH:12])[C@@H:15]([NH:23][C:24](=[O:30])[O:25][C:26]([CH3:28])([CH3:27])[CH3:29])[CH2:16][C:17]1[CH:22]=[CH:21][CH:20]=[CH:19][CH:18]=1. Procedure details: 3-(aminomethyl)-N,N-dimethylaniline (1.2 eq) was dissolved in the minimum amount of anhydrous CH2Cl2 under Ar, followed by the addition of tert-butyl (S)-1-((S)-oxiran-2-yl)-2-phenylethylcarbamate (1 eq) with stirring. Anhydrous CH2Cl2 was added dropwise until all of the epoxide had dissolved. The reaction was heated to 50° C. After heating overnight all of the solvent was gone leaving a solid in the flask. Purification via flash chromatography yielded tert-butyl (2S,3R)-4-(3-(dimethylamino)benz... The reactants are CCCc1nc2c(Oc3ccccc3)nc(C)c(C)c2n1CCCCCCl, Sc1ccc(Cl)cc1, [H-], [Na+], CN(C)C=O, O. The product is CCCc1nc2c(Oc3ccccc3)nc(C)c(C)c2n1CCCCCSc1ccc(Cl)cc1. Reaction SMILES: [Cl:11][CH2:12][CH2:13][CH2:14][CH2:15][CH2:16][n:17]1[c:18]([CH2:35][CH2:36][CH3:37])[n:19][c:20]2[c:21]([O:28][c:29]3[cH:30][cH:31][cH:32][cH:33][cH:34]3)[n:22][c:23]([CH3:27])[c:24]([CH3:26])[c:25]12.[Cl:1][c:2]1[cH:3][cH:4][c:5]([SH:8])[cH:6][cH:7]1.[H-:9].[Na+:10].[O:39]=[CH:40][N:41]([CH3:42])[CH3:43].[OH2:38]>>[Cl:1][c:2]1[cH:3][cH:4][c:5]([S:8][CH2:12][CH2:13][CH2:14][CH2:15][CH2:16][n:17]2[c:18]([CH2:35][CH2:36][CH3:37])[n:19][c:20]3[c:21]([O:28][c:29]4[cH:30][cH:31][cH:32][cH:33][cH:34]4)[n:22][c:23]([CH3:27])[c:24]([CH3:26])[c:25]23)[cH:6][cH:7]1. Starting materials: CS(=O)(=O)Cl (Methanesulphonyl chloride), C(C)(C)(C)OC(=O)N1CC(CC1)O (3-Hydroxy-pyrrolidine-1-carboxylic acid tert-butyl ester), O (Water). Run in N1=CC=CC=C1 (pyridine). Conditions: temperature -5 celsius. Yields the product C(C)(C)(C)OC(=O)N1CC(CC1)OS(=O)(=O)C (3-Methanesulphonyloxy-pyrrolidine-1-carboxylic acid tert-butyl ester). RXN SMILES: [C:1]([O:5][C:6]([N:8]1[CH2:12][CH2:11][CH:10]([OH:13])[CH2:9]1)=[O:7])([CH3:4])([CH3:3])[CH3:2].[CH3:14][S:15](Cl)(=[O:17])=[O:16].O>N1C=CC=CC=1>[C:1]([O:5][C:6]([N:8]1[CH2:12][CH2:11][CH:10]([O:13][S:15]([CH3:14])(=[O:17])=[O:16])[CH2:9]1)=[O:7])([CH3:4])([CH3:2])[CH3:3]. Reported procedure: 3-Hydroxy-pyrrolidine-1-carboxylic acid tert-butyl ester is dissolved in dry pyridine (20 ml) and cooled to −5° C. Methanesulphonyl chloride is added over a period of 10 minutes keeping the temperature between −5° C. and 0° C. after which the yellow solution is allowed to warm up to room temperature over a period of 30 minutes. Water (20 ml) is added and the mixture is then extracted using DCM (2×30 ml), the organic washings being combined and washed with 2N potassium hydrogen sulphate solution ... The reactants are C(CCC)[Li] (n-butyl lithium), [I-].C(C)(C)[P+](C1=CC=CC=C1)(C1=CC=CC=C1)C1=CC=CC=C1 (isopropyltriphenylphosphonium iodide), C(C)(C)(C)OC(=O)N1CCC(CC1)N(C1=NC=CC=C1C=O)C (1-tert-Butoxycarbonyl-4-[N-methyl-N-(3-(formyl)-2-pyridinyl)amino]piperidine). Product: C(C)(C)(C)OC(=O)N1CCC(CC1)N(C1=NC=CC=C1C=C(C)C)C (1-tert-Butoxycarbonyl-4-[N-methyl-N-(3-(2-methyl-1-propenyl)-2-pyridinyl)amino]piperidine). Reaction SMILES: [CH2:1]([Li])[CH2:2][CH2:3]C.[I-].C([P+](C1C=CC=CC=1)(C1C=CC=CC=1)C1C=CC=CC=1)(C)C.[C:29]([O:33][C:34]([N:36]1[CH2:41][CH2:40][CH:39]([N:42]([CH3:51])[C:43]2[C:48]([CH:49]=O)=[CH:47][CH:46]=[CH:45][N:44]=2)[CH2:38][CH2:37]1)=[O:35])([CH3:32])([CH3:31])[CH3:30]>>[C:29]([O:33][C:34]([N:36]1[CH2:41][CH2:40][CH:39]([N:42]([CH3:51])[C:43]2[C:48]([CH:49]=[C:2]([CH3:3])[CH3:1])=[CH:47][CH:46]=[CH:45][N:44]=2)[CH2:38][CH2:37]1)=[O:35])([CH3:32])([CH3:31])[CH3:30] |f:1.2|. Procedure details: Following the general procedure of EXAMPLE 16 and making non-critical variations but starting with n-butyl lithium (1.6M, 3.9 ml, 6.26 mmol), isopropyltriphenylphosphonium iodide (2.71 g, 6.26 mmol), and 1-tert-butoxycarbonyl-4-[N-methyl-N-(3-(formyl)-2-pyridinyl)amino]piperidine (XXIV, EXAMPLE 26) (1.0 g, 3.13 mmol), the title compound is obtained, NMR (300 MHz, CDCl3) 1.30, 1.50-1.59, 1.64, 1.75, 2.42-2.50, 2.61, 3.40-3.50, 3.95-4.06, 5.88, 6.62, 7.18 and 7.95δ. Reactants: Cl (HCl), N1=NC=C(C=C1)C1=CC=C(C=C1)CC(=O)OCC (ethyl 2-(4-(pyridazin-4-yl)phenyl)acetate), [OH-].[Na+] (NaOH), O (H2O). Run in O1CCOCC1 (dioxane). Reaction conditions: temperature 0 celsius. Product: N1=NC=C(C=C1)C1=CC=C(C=C1)CC(=O)O (2-(4-(pyridazin-4-yl)phenyl)acetic acid). As a reaction SMILES: [N:1]1[CH:6]=[CH:5][C:4]([C:7]2[CH:12]=[CH:11][C:10]([CH2:13][C:14]([O:16]CC)=[O:15])=[CH:9][CH:8]=2)=[CH:3][N:2]=1.[OH-].[Na+].O.Cl>O1CCOCC1>[N:1]1[CH:6]=[CH:5][C:4]([C:7]2[CH:8]=[CH:9][C:10]([CH2:13][C:14]([OH:16])=[O:15])=[CH:11][CH:12]=2)=[CH:3][N:2]=1 |f:1.2|. Procedure details: Ethyl 2-(4-(pyridazin-4-yl)phenyl)acetate 37-3 (150 mg, 0.62 mmol) and NaOH (120 mg, 3 mmol) was mixed in dioxane (1.5 mL) and H2O (1.5 mL) and stirred at 80° C. for 1 hour. After cooled down to 0° C., the mixture was treated with 1 N HCl aqueous solution to pH 1, and taken to dryness by rotary evaporation. The crude product was extracted with ethyl acetate (100 mL×3). The combined organic phases were concentrated to give 2-(4-(pyridazin-4-yl)phenyl)acetic acid 37-4 as pale yellow solid. MS m/z ... The reagents and catalysts are [Cl-].C(C)[N+](CC1=CC=CC=C1)(CC)CC (N,N,N-triethylbenzenemethanaminium chloride). Reaction SMILES: [CH3:1][C:2]1[NH:6][C:5]2[CH:7]=[CH:8][CH:9]=[CH:10][C:4]=2[N:3]=1.[OH-].[Na+].[Cl:13][CH2:14][CH2:15][CH2:16][CH2:17]Cl>[Cl-].C([N+](CC)(CC)CC1C=CC=CC=1)C>[Cl:13][CH2:14][CH2:15][CH2:16][CH2:17][N:3]1[C:4]2[CH:10]=[CH:9][CH:8]=[CH:7][C:5]=2[N:6]=[C:2]1[CH3:1] |f:1.2,4.5|. The reactants are ClCCCCCl (1,4-dichlorobutane), 13.2, CC1=NC2=C(N1)C=CC=C2 (2-methyl-1H-benzimidazole), [OH-].[Na+] (sodium hydroxide). Yields the product ClCCCCN1C(=NC2=C1C=CC=C2)C (1-(4-chlorobutyl)-2-methyl-1H-benzimidazole). Reported procedure: To a stirred mixture of 13.2 parts of 2-methyl-1H-benzimidazole, 3 parts of N,N,N-triethylbenzenemethanaminium chloride and 225 parts of a sodium hydroxide solution 60% are added 25 parts of 1,4-dichlorobutane. The whole is heated to about 100° C. and stirring is continued for one hour at this temperature. The reaction mixture is cooled and poured onto ice-water. The product is extracted with methylbenzene. The extract is dried, filtered and evaporated. The residue is purified by column-chromato... Reaction conditions: temperature 100 celsius, time 1 hour. Starting materials: CC(C)C(NCC(C)(C)NC(=O)OC(C)(C)C)c1nc2nc(Cl)cnc2c(=O)n1Cc1ccccc1, [CH3], ClCCl, O=C(O)C(F)(F)F. Yields the product CC(C)C(NCC(C)(C)N)c1nc2nc(Cl)cnc2c(=O)n1Cc1ccccc1. RXN SMILES: [C:2]([O:3][C:4](=[O:5])[NH:8][C:9]([CH2:10][NH:11][CH:12]([CH:13]([CH3:14])[CH3:15])[c:16]1[n:17][c:18]2[n:19][c:20]([Cl:34])[cH:21][n:22][c:23]2[c:24](=[O:33])[n:25]1[CH2:26][c:27]1[cH:28][cH:29][cH:30][cH:31][cH:32]1)([CH3:35])[CH3:36])([CH3:6])([CH3:7])[CH3:37].[CH3:1].[Cl:45][CH2:46][Cl:47].[OH:38][C:39]([C:40]([F:41])([F:42])[F:43])=[O:44]>>[NH2:8][C:9]([CH2:10][NH:11][CH:12]([CH:13]([CH3:14])[CH3:15])[c:16]1[n:17][c:18]2[n:19][c:20]([Cl:34])[cH:21][n:22][c:23]2[c:24](=[O:33])[n:25]1[CH2:26][c:27]1[cH:28][cH:29][cH:30][cH:31][cH:32]1)([CH3:35])[CH3:36]. Reactants: CC(C)C(=O)Cl, CC(O)C(C)O, ClCCl, c1ccncc1. The product is CC(C)C(=O)OC(C)C(C)O. Reaction SMILES: [C:1]([CH:2]([CH3:3])[CH3:4])(=[O:5])[Cl:6].[CH3:7][CH:8]([CH:9]([CH3:10])[OH:11])[OH:12].[Cl:19][CH2:20][Cl:21].[cH:13]1[cH:14][cH:15][n:16][cH:17][cH:18]1>>[C:1]([CH:2]([CH3:3])[CH3:4])(=[O:5])[O:11][CH:9]([CH:8]([CH3:7])[OH:12])[CH3:10]. Reactants: CC#N, CN(CCN)Cc1ccnc2ccccc12, CCC1OC(=O)C(C)C(=O)C(C)C(OC2OC(C)CC(N(C)C)C2O)C(C)(OC)CC(C)C(=O)C(C)C2N(CCCCn3cnc4ncccc43)C(=O)OC12CC, O. Product: CCC1OC(=O)C(C)C(=O)C(C)C(OC2OC(C)CC(N(C)C)C2O)C(C)(OC)CC(C)C(=O)C(C)C2N(CCN(C)Cc3ccnc4ccccc34)C(=O)OC12CC. Reaction SMILES: [CH3:17][C:18]#[N:19].[CH3:1][N:2]([CH2:3][CH2:4][NH2:5])[CH2:6][c:7]1[cH:8][cH:9][n:10][c:11]2[cH:12][cH:13][cH:14][cH:15][c:16]12.[CH3:20][N:21]([CH:22]1[CH:23]([OH:75])[CH:24]([O:25][CH:26]2[C:27]([CH3:68])([O:69][CH3:70])[CH2:28][CH:29]([CH3:67])[C:30](=[O:66])[CH:31]([CH3:65])[CH:32]3[N:33]([CH2:52][CH2:53][CH2:54][CH2:55][n:56]4[c:57]5[c:58]([n:59][cH:60][cH:61][cH:62]5)[n:63][cH:64]4)[C:34](=[O:51])[O:35][C:36]3([CH2:49][CH3:50])[CH:37]([CH2:47][CH3:48])[O:38][C:39](=[O:46])[CH:40]([CH3:45])[C:41](=[O:44])[CH:42]2[CH3:43])[O:71][CH:72]([CH3:74])[CH2:73]1)[CH3:76].[OH2:77]>>[CH3:1][N:2]([CH2:3][CH2:4][N:5]1[CH:32]2[CH:31]([CH3:65])[C:30](=[O:66])[CH:29]([CH3:67])[CH2:28][C:27]([CH3:68])([O:69][CH3:70])[CH:26]([O:25][CH:24]3[CH:23]([OH:75])[CH:22]([N:21]([CH3:20])[CH3:76])[CH2:73][CH:72]([CH3:74])[O:71]3)[CH:42]([CH3:43])[C:41](=[O:44])[CH:40]([CH3:45])[C:39](=[O:46])[O:38][CH:37]([CH2:47][CH3:48])[C:36]2([CH2:49][CH3:50])[O:35][C:34]1=[O:51])[CH2:6][c:7]1[cH:8][cH:9][n:10][c:11]2[cH:12][cH:13][cH:14][cH:15][c:16]12. The reactants are C1CCOC1, CO, CN, O=C(O)c1ncc(F)cc1F. Product: CNC(=O)c1ncc(F)cc1F. Reaction SMILES: [CH2:16]1[O:17][CH2:18][CH2:19][CH2:20]1.[CH3:12][OH:13].[CH3:14][NH2:15].[F:1][c:2]1[c:3]([C:9](=[O:10])[OH:11])[n:4][cH:5][c:6]([F:8])[cH:7]1>>[F:1][c:2]1[c:3]([C:9](=[O:11])[NH:15][CH3:14])[n:4][cH:5][c:6]([F:8])[cH:7]1.